Dataset: the Open Reaction Database (ORD), a public repository of structured organic reaction records. Task: describe an organic reaction: reactants, conditions, products, and yield The reactants are COC(=O)CS, CC(C)(C)OC(=O)N1CCC(S(C)(=O)=O)CC1, [H-], [Na+], CN(C)C=O. The product is COC(=O)CSC1CCN(C(=O)OC(C)(C)C)CC1. Reaction SMILES: [C:3]([CH2:4][SH:5])(=[O:6])[O:7][CH3:8].[C:9]([CH3:10])([CH3:11])([CH3:12])[O:13][C:14](=[O:15])[N:16]1[CH2:17][CH2:18][CH:19]([S:22]([CH3:23])(=[O:24])=[O:25])[CH2:20][CH2:21]1.[H-:1].[Na+:2].[O:26]=[CH:27][N:28]([CH3:29])[CH3:30]>>[C:3]([CH2:4][S:5][CH:19]1[CH2:18][CH2:17][N:16]([C:14]([O:13][C:9]([CH3:10])([CH3:11])[CH3:12])=[O:15])[CH2:21][CH2:20]1)(=[O:6])[O:7][CH3:8]. The reactants are Cc1ccc(C)n1CCO, CCOC(=O)CC(=O)CCl, Cl, [H-], [Na+], C1CCOC1, O. Product: CCOC(=O)CC(=O)COCCn1c(C)ccc1C. Reaction SMILES: [CH3:3][c:4]1[n:5]([CH2:10][CH2:11][OH:12])[c:6]([CH3:9])[cH:7][cH:8]1.[Cl:13][CH2:14][C:15]([CH2:16][C:17](=[O:18])[O:19][CH2:20][CH3:21])=[O:22].[ClH:23].[H-:1].[Na+:2].[O:24]1[CH2:25][CH2:26][CH2:27][CH2:28]1.[OH2:29]>>[CH3:3][c:4]1[n:5]([CH2:10][CH2:11][O:12][CH2:14][C:15]([CH2:16][C:17](=[O:18])[O:19][CH2:20][CH3:21])=[O:22])[c:6]([CH3:9])[cH:7][cH:8]1.